Dataset: the Open Reaction Database (ORD), a public repository of structured organic reaction records. Task: describe an organic reaction: reactants, conditions, products, and yield As a reaction SMILES: [C:1]([CH3:2])([CH3:3])([CH3:4])[O:5][C:6](=[O:7])[NH:8][CH2:9][CH2:10][n:11]1[n:12][c:13]2[c:14]3[c:15]([c:16]([O:20][S:21]([c:22]4[cH:23][cH:24][c:25]([CH3:26])[cH:27][cH:28]4)(=[O:29])=[O:30])[cH:17][cH:18][c:19]13)[C:31](=[O:38])[c:32]1[cH:33][cH:34][n:35][cH:36][c:37]1-2.[CH3:39][N:40]([CH2:41][CH2:42][NH2:43])[CH3:44].[cH:45]1[cH:46][cH:47][n:48][cH:49][cH:50]1>>[C:1]([CH3:2])([CH3:3])([CH3:4])[O:5][C:6](=[O:7])[NH:8][CH2:9][CH2:10][n:11]1[n:12][c:13]2[c:14]3[c:15]([c:16]([NH:43][CH2:42][CH2:41][N:40]([CH3:39])[CH3:44])[cH:17][cH:18][c:19]13)[C:31](=[O:38])[c:32]1[cH:33][cH:34][n:35][cH:36][c:37]1-2. Product: CN(C)CCNc1ccc2c3c(nn2CCNC(=O)OC(C)(C)C)-c2cnccc2C(=O)c13. The reactants are Cc1ccc(S(=O)(=O)Oc2ccc3c4c(nn3CCNC(=O)OC(C)(C)C)-c3cnccc3C(=O)c24)cc1, CN(C)CCN, c1ccncc1.